This data is from the Open Reaction Database (ORD), a public repository of structured organic reaction records. The task is: describe an organic reaction: reactants, conditions, products, and yield The reactants are [OH-].[Na+] (NaOH), FC=1C=C(C=CC1)O (3-fluorophenol), BrC(CCCCO)C (5-bromo-1-hexanol). The solvent is O (water), C(C)OCC (diethyl ether). Reaction conditions: time 3 hour. Product: FC=1C=C(OCCCCCCO)C=CC1 (6-(3-fluorophenoxy)hexan-1-ol). RXN SMILES: [OH-].[Na+].[F:3][C:4]1[CH:5]=[C:6]([OH:10])[CH:7]=[CH:8][CH:9]=1.Br[CH:12]([CH3:18])[CH2:13][CH2:14][CH2:15][CH2:16][OH:17]>O.C(OCC)C>[F:3][C:4]1[CH:5]=[C:6]([CH:7]=[CH:8][CH:9]=1)[O:10][CH2:18][CH2:12][CH2:13][CH2:14][CH2:15][CH2:16][OH:17] |f:0.1|. Procedure: A solution of 1 M NaOH (17.8 mL) was added to a refluxing mixture of 3-fluorophenol (2 g, 17.8 mmol) and 5-bromo-1-hexanol (3.23 g, 17.8 mmol) in water (20 mL). After 3 h, the resulting mixture was cooled to room temperature and diluted with diethyl ether. The layers were separated, the organic layer was washed sequentially with 1N NaOH and water, then dried (Na2SO4) and concentrated to yield 6-(3-fluorophenoxy)hexan-1-ol as an oil. A solution of 6-(3-fluorophenoxy)hexan-1-ol (2.9 g, 13.67 mmol)...